From a dataset of the Open Reaction Database (ORD), a public repository of structured organic reaction records. describe an organic reaction: reactants, conditions, products, and yield Starting materials: C1CCOC1, OCc1cccc(Cl)c1Cl, CC(C)OC(=O)N=NC(=O)OC(C)C, COC(=O)CCC(C(N)=O)N1Cc2c(O)cccc2C1=O. Yields the product COC(=O)CCC(C(N)=O)N1Cc2c(OCc3cccc(Cl)c3Cl)cccc2C1=O. Reaction SMILES: [CH2:46]1[O:47][CH2:48][CH2:49][CH2:50]1.[Cl:36][c:37]1[c:38]([CH2:44][OH:45])[cH:39][cH:40][cH:41][c:42]1[Cl:43].[N:22]([C:23]([O:24][CH:25]([CH3:26])[CH3:27])=[O:28])=[N:29][C:30]([O:31][CH:32]([CH3:33])[CH3:34])=[O:35].[NH2:1][C:2]([CH:3]([CH2:4][CH2:5][C:6](=[O:7])[O:8][CH3:9])[N:10]1[C:11](=[O:20])[c:12]2[cH:13][cH:14][cH:15][c:16]([OH:19])[c:17]2[CH2:18]1)=[O:21]>>[NH2:1][C:2]([CH:3]([CH2:4][CH2:5][C:6](=[O:7])[O:8][CH3:9])[N:10]1[C:11](=[O:20])[c:12]2[cH:13][cH:14][cH:15][c:16]([O:19][CH2:44][c:38]3[c:37]([Cl:36])[c:42]([Cl:43])[cH:41][cH:40][cH:39]3)[c:17]2[CH2:18]1)=[O:21].